This data is from the Open Reaction Database (ORD), a public repository of structured organic reaction records. The task is: describe an organic reaction: reactants, conditions, products, and yield Reactants: Cl, COC(=O)c1ccc(C=CCc2cnc[nH]2)cc1-c1ccc(F)cc1. Yields the product Cl, O=C(O)c1ccc(C=CCc2cnc[nH]2)cc1-c1ccc(F)cc1. RXN SMILES: [ClH:26].[nH:1]1[cH:2][n:3][cH:4][c:5]1[CH2:6][CH:7]=[CH:8][c:9]1[cH:10][c:11](-[c:19]2[cH:20][cH:21][c:22]([F:25])[cH:23][cH:24]2)[c:12]([C:13](=[O:14])[O:15][CH3:16])[cH:17][cH:18]1>>[ClH:26].[nH:1]1[cH:2][n:3][cH:4][c:5]1[CH2:6][CH:7]=[CH:8][c:9]1[cH:10][c:11](-[c:19]2[cH:20][cH:21][c:22]([F:25])[cH:23][cH:24]2)[c:12]([C:13](=[O:14])[OH:15])[cH:17][cH:18]1. Reactants: CO, NCCO, COC(=O)c1ccc(O)cc1. Product: O=C(NCCO)c1ccc(O)cc1. Reaction SMILES: [CH3:16][OH:17].[NH2:12][CH2:13][CH2:14][OH:15].[OH:1][c:2]1[cH:3][cH:4][c:5]([C:6]([O:8][CH3:7])=[O:9])[cH:10][cH:11]1>>[OH:1][c:2]1[cH:3][cH:4][c:5]([C:6](=[O:8])[NH:12][CH2:13][CH2:14][OH:15])[cH:10][cH:11]1. Starting materials: OC=1C=C(C(=O)O)C=CC1 (3-Hydroxybenzoic acid), O.ON1N=NC2=C1C=CC=C2 (1-hydroxybenzotriazole hydrate), C(C)(C)N(C(C)C)CC (N,N-diisopropylethylamine), C(C)(C)(C)OC(=O)N[C@H]1CNCC1 ((R)-3-(tert-butoxycarbonylamino)pyrrolidine), C(CCl)Cl (EDC). Run in CN(C)C=O (DMF). Reaction conditions: time 18 hour. Yields the product C(C)(C)(C)OC(=O)N[C@H]1CN(CC1)C(C1=CC(=CC=C1)O)=O ((R)-3-(tert-Butoxycarbonylamino)-1-(3-hydroxybenzoyl)pyrrolidine). RXN SMILES: [OH:1][C:2]1[CH:3]=[C:4]([CH:8]=[CH:9][CH:10]=1)[C:5]([OH:7])=O.[C:11]([O:15][C:16]([NH:18][C@@H:19]1[CH2:23][CH2:22][NH:21][CH2:20]1)=[O:17])([CH3:14])([CH3:13])[CH3:12].C(Cl)CCl.O.ON1C2C=CC=CC=2N=N1.C(N(CC)C(C)C)(C)C>CN(C=O)C>[C:11]([O:15][C:16]([NH:18][C@@H:19]1[CH2:23][CH2:22][N:21]([C:5](=[O:7])[C:4]2[CH:8]=[CH:9][CH:10]=[C:2]([OH:1])[CH:3]=2)[CH2:20]1)=[O:17])([CH3:14])([CH3:12])[CH3:13] |f:3.4|. Reported procedure: 3-Hydroxybenzoic acid (500 mg, 3.62 mmol), (R)-3-(tert-butoxycarbonylamino)pyrrolidine (708 mg, 3.80 mmol), EDC (729 mg, 3.80 mmol), 1-hydroxybenzotriazole hydrate (514 mg, 3.80 mmol), and N,N-diisopropylethylamine (631 mL, 3.62 mmol) were combined in DMF (20 mL) and the mixture was stirred at ambient temperature for 18 hours. The solvent was removed under reduced pressure and the residue was partitioned between saturated aqueous NaHCO3 (25 mL) and CH2Cl2 (50 mL). The aqueous layer was extracted... The product is CC1=C(C(=CC=C1)C)NCC#C (2,6-dimethylphenyl propargylamine). Solvent: O (water). RXN SMILES: [C:1]1(C)[CH:6]=CC(S(OCC#C)(=O)=O)=C[CH:2]=1.[CH3:15][C:16]1[CH:22]=[CH:21][CH:20]=[C:19]([CH3:23])[C:17]=1[NH2:18]>O>[CH3:15][C:16]1[CH:22]=[CH:21][CH:20]=[C:19]([CH3:23])[C:17]=1[NH:18][CH2:6][C:1]#[CH:2]. The reactants are C1(=CC=C(C=C1)S(=O)(=O)OCC#C)C (Propargyl p-toluenesulphonate), CC1=C(N)C(=CC=C1)C (2,6-dimethylaniline). Procedure: Propargyl p-toluenesulphonate (6.0 g, 0.05 mole) was heated with 2,6-dimethylaniline (6.0 g, 0.05 mole) on steam bath for 2 hours, poured into water (100 ml), extracted into methylenedichloride (50 ml), dried (MgSO4), filtered, solvent evaporated and the product distilled to give 2,6-dimethylphenyl propargylamine, identical with that in Route II. Subsequent preparative steps were as outlined in Route II. Starting materials: CCNS(C)(=O)=O, CCOCC, Nc1ccc(Oc2ccc(C(F)(F)F)cc2Cl)cc1, ClSCl, c1ccncc1. The product is CCN(SNc1ccc(Oc2ccc(C(F)(F)F)cc2Cl)cc1)S(C)(=O)=O. Reaction SMILES: [CH2:4]([CH3:5])[NH:6][S:7](=[O:8])(=[O:9])[CH3:10].[CH3:36][CH2:37][O:38][CH2:39][CH3:40].[Cl:17][c:18]1[c:19]([O:20][c:21]2[cH:22][cH:23][c:24]([NH2:25])[cH:26][cH:27]2)[cH:28][cH:29][c:30]([C:32]([F:33])([F:34])[F:35])[cH:31]1.[S:1]([Cl:2])[Cl:3].[cH:11]1[cH:12][cH:13][n:14][cH:15][cH:16]1>>[S:1]([N:6]([CH2:4][CH3:5])[S:7](=[O:8])(=[O:9])[CH3:10])[NH:25][c:24]1[cH:23][cH:22][c:21]([O:20][c:19]2[c:18]([Cl:17])[cH:31][c:30]([C:32]([F:33])([F:34])[F:35])[cH:29][cH:28]2)[cH:27][cH:26]1. The reactants are CO, O=Cc1ccccc1, CC(=O)Nc1ccc(Oc2ccc(CCN)cc2)cc1. The product is CC(=O)Nc1ccc(Oc2ccc(CCNCc3ccccc3)cc2)cc1. RXN SMILES: [CH3:29][OH:30].[CH:21](=[O:22])[c:23]1[cH:24][cH:25][cH:26][cH:27][cH:28]1.[NH2:1][CH2:2][CH2:3][c:4]1[cH:5][cH:6][c:7]([O:8][c:9]2[cH:10][cH:11][c:12]([NH:15][C:16]([CH3:17])=[O:18])[cH:13][cH:14]2)[cH:19][cH:20]1>>[NH:1]([CH2:2][CH2:3][c:4]1[cH:5][cH:6][c:7]([O:8][c:9]2[cH:10][cH:11][c:12]([NH:15][C:16]([CH3:17])=[O:18])[cH:13][cH:14]2)[cH:19][cH:20]1)[CH2:21][c:23]1[cH:24][cH:25][cH:26][cH:27][cH:28]1.